From a dataset of the Open Reaction Database (ORD), a public repository of structured organic reaction records. describe an organic reaction: reactants, conditions, products, and yield The reactants are ice, Cl (hydrochloric acid), C(CC)(=O)Cl (propionic acid chloride), C1(=CC=CC=C1)C(C)C (cumene), [Cl-].[Al+3].[Cl-].[Cl-] (aluminium chloride). The solvent is O (water), ClCCCl (1,2-dichloroethane). Conditions: temperature 0 celsius, time 12 hour. Yields the product C(C)(C)C1=CC=C(C=C1)C(CC)=O (p-isopropyl-propiophenone). Yield: 83.4%. As a reaction SMILES: [Cl-].[Al+3].[Cl-].[Cl-].[C:5](Cl)(=[O:8])[CH2:6][CH3:7].[C:10]1([CH:16]([CH3:18])[CH3:17])[CH:15]=[CH:14][CH:13]=[CH:12][CH:11]=1.Cl>O.ClCCCl>[CH:16]([C:10]1[CH:15]=[CH:14][C:13]([C:5](=[O:8])[CH2:6][CH3:7])=[CH:12][CH:11]=1)([CH3:18])[CH3:17] |f:0.1.2.3|. Procedure details: 525 ml of 1,2-dichloroethane and 209 g of aluminium chloride are added to a round flask, which is fitted with a stirrer, thermometer, condenser and dropping funnel. The mixture is cooled to 0° C. and 127 g of propionic acid chloride are allowed to drop in at 0°-5° C. within 3/4 hour. After the addition, the temperature is allowed to rise to +18° C. and then 157 g of cumene are added within 2 hours at 30° C. The mixture is left to stand for 12 hours and the product is then poured into a mixture o...